Dataset: the Open Reaction Database (ORD), a public repository of structured organic reaction records. Task: describe an organic reaction: reactants, conditions, products, and yield Starting materials: hydrobromide salt, N1(CCCC1)C1=C(C=CC=C1)CC(=O)O ((2-pyrrolidinophenyl)acetic acid), Cl (hydrochloric acid), C(=O)(C=1NC=CN1)C=1NC=CN1 (carbonyl-diimidazole), Cl (hydrochloride), Cl.C1(=CC=CC=C1)C1(CC[C@@H]([C@H]2CNC[C@@H]12)O)C1=CC=CC=C1 ((3aR,4S,7aR)-7,7-diphenyl-4-perhydroisoindolol hydrochloride). Solvent: ClCCl (dichloromethane), C(C)OCC (ethyl ether), C(C)OCC (ethyl ether), C(C)N(CC)CC (triethylamine), ClCCl (dichloromethane), C(C)N(CC)CC (triethylamine), CC(=O)C (acetone). Reaction conditions: temperature 4 celsius, time 1 hour. The product is Cl.C1(=CC=CC=C1)C1(CC[C@@H]([C@H]2CN(C[C@@H]12)C(CC1=C(C=CC=C1)N1CCCC1)=O)O)C1=CC=CC=C1 ((3aR,4S,7aR)-7,7-diphenyl-2-[(2-pyrrolidinophenyl)acetyl]-4-perhydroisoindolol hydrochloride). As a reaction SMILES: C(C1NC=CN=1)(C1NC=CN=1)=O.[N:13]1([C:18]2[CH:23]=[CH:22][CH:21]=[CH:20][C:19]=2[CH2:24][C:25]([OH:27])=O)[CH2:17][CH2:16][CH2:15][CH2:14]1.[ClH:28].[C:29]1([C:35]2([C:45]3[CH:50]=[CH:49][CH:48]=[CH:47][CH:46]=3)[C@H:43]3[C@H:39]([CH2:40][NH:41][CH2:42]3)[C@@H:38]([OH:44])[CH2:37][CH2:36]2)[CH:34]=[CH:33][CH:32]=[CH:31][CH:30]=1.Cl>ClCCl.CC(C)=O.C(OCC)C.C(N(CC)CC)C>[ClH:28].[C:45]1([C:35]2([C:29]3[CH:34]=[CH:33][CH:32]=[CH:31][CH:30]=3)[C@H:43]3[C@H:39]([CH2:40][N:41]([C:25](=[O:27])[CH2:24][C:19]4[CH:20]=[CH:21][CH:22]=[CH:23][C:18]=4[N:13]4[CH2:14][CH2:15][CH2:16][CH2:17]4)[CH2:42]3)[C@@H:38]([OH:44])[CH2:37][CH2:36]2)[CH:46]=[CH:47][CH:48]=[CH:49][CH:50]=1 |f:2.3,9.10|. Reported procedure: 0.42 cm3 of triethylamine and 0.49 g of carbonyl-diimidazole are added to a solution, cooled to +4° C., of 0.86 g of the hydrobromide salt of (2-pyrrolidinophenyl)acetic acid in 20 cm3 of dry dichloromethane. The mixture is stirred for one hour at 4° C. and then a solution of 1 g of (3aR,4S,7aR)-7,7-diphenyl-4-perhydroisoindolol hydrochloride and 0.42 cm3 of triethylamine in 10 cm3 of dry dichloromethane, is added. The reaction mixture is stirred at room temperature for 24 hours, and then washed... Procedure: To a solution of 146 (10 g, 0.034 mol) in dry THF (100 mL) at −78° C. was added dropwise 1.6 M N-butyl lithium solution in hexane (23 mL, 0.0374 mol). After stirring for 45 min at −78° C., a solution of DMF (5 g, 0.068 mol) in THF (20 mL) was added dropwise. After 1 h at −78° C. the reaction mixture was quenched slowly by adding water. The aqueous phase separated was extracted with EtOAc and the combined organic extracts washed with water and brine, dried (Na2SO4), filtered and concentrated in v... Reactants: CN(C)C=O (DMF), BrC1=C(C2=C(N(C=N2)C2OCCCC2)C=C1)F (5-bromo-4-fluoro-1-(tetrahydro-pyran-2-yl)-1H-benzoimidazole), N-butyl lithium, CCCCCC (hexane). The solvent is C1CCOC1 (THF), C1CCOC1 (THF). Isolated yield 91.2%. Conditions: temperature -78 celsius, time 45 minute. The product is FC1=C(C=CC=2N(C=NC21)C2OCCCC2)C=O (4-fluoro-1-(tetrahydro-pyran-2-yl)-1H-benzoimidazole-5-carbaldehyde). RXN SMILES: Br[C:2]1[CH:16]=[CH:15][C:5]2[N:6]([CH:9]3[CH2:14][CH2:13][CH2:12][CH2:11][O:10]3)[CH:7]=[N:8][C:4]=2[C:3]=1[F:17].CCCCCC.CN([CH:27]=[O:28])C>C1COCC1>[F:17][C:3]1[C:4]2[N:8]=[CH:7][N:6]([CH:9]3[CH2:14][CH2:13][CH2:12][CH2:11][O:10]3)[C:5]=2[CH:15]=[CH:16][C:2]=1[CH:27]=[O:28]. Solvent: O (H2O), C(OC)COC (dimethoxyethane), O (water). Isolated yield 47.9%. Yields the product ClC1=NC=NC(=C1)C1=CC=C(C=C1)C(F)(F)F (4-Chloro-6-(4-trifluoromethyl-phenyl)-pyrimidine). The reagents and catalysts are C=1C=CC(=CC1)[P](C=2C=CC=CC2)(C=3C=CC=CC3)[Pd]([P](C=4C=CC=CC4)(C=5C=CC=CC5)C=6C=CC=CC6)([P](C=7C=CC=CC7)(C=8C=CC=CC8)C=9C=CC=CC9)[P](C=1C=CC=CC1)(C=1C=CC=CC1)C=1C=CC=CC1 (tetrakis(triphenylphosphine)palladium). Procedure: In a screw top flask, 4,6-dichloropyrimidine (3.1 g, 21 mmol), 4-trifluoromethyl-phenyl boronic acid (3.9 g, 21 mmol) and potassium phosphate (8.8 g, 42 mmol) were combined in dimethoxyethane (60 mL) and water (12 mL). The flask was flushed with N2 and tetrakis(triphenylphosphine)palladium (1.2 g, 1.0 mmol) was added. The flask was sealed and heated to 90° C. for 12 hours. The reaction mixture was cooled to rt and H2O (50 mL) was added and resulting mixture was extracted with EtOAc (3×50 mL). Th... Reaction conditions: temperature 90 celsius. Starting materials: N#N (N2), ClC1=NC=NC(=C1)Cl (4,6-dichloropyrimidine), FC(C1=CC=C(C=C1)B(O)O)(F)F (4-trifluoromethyl-phenyl boronic acid), P(=O)([O-])([O-])[O-].[K+].[K+].[K+] (potassium phosphate). RXN SMILES: [Cl:1][C:2]1[CH:7]=[C:6](Cl)[N:5]=[CH:4][N:3]=1.[F:9][C:10]([F:21])([F:20])[C:11]1[CH:16]=[CH:15][C:14](B(O)O)=[CH:13][CH:12]=1.P([O-])([O-])([O-])=O.[K+].[K+].[K+].N#N>C(COC)OC.O.C1C=CC([P]([Pd]([P](C2C=CC=CC=2)(C2C=CC=CC=2)C2C=CC=CC=2)([P](C2C=CC=CC=2)(C2C=CC=CC=2)C2C=CC=CC=2)[P](C2C=CC=CC=2)(C2C=CC=CC=2)C2C=CC=CC=2)(C2C=CC=CC=2)C2C=CC=CC=2)=CC=1>[Cl:1][C:2]1[CH:7]=[C:6]([C:14]2[CH:15]=[CH:16][C:11]([C:10]([F:21])([F:20])[F:9])=[CH:12][CH:13]=2)[N:5]=[CH:4][N:3]=1 |f:2.3.4.5,^1:42,44,63,82|. The reactants are N1([C@@H](CCC1=O)C(=O)N[C@@H](CC(C)C)C(=O)O)C(=O)OCC1=CC=CC=C1.N1CCCC1 (Z-Glp-Leu pyrrolidine), [H][H] (hydrogen). Reagents/catalysts: [Pd] (palladium-on-carbon). The solvent is CO (methanol). Product: N1[C@@H](CCC1=O)C(=O)N[C@@H](CC(C)C)C(=O)O.N1CCCC1 (Glp-Leu pyrrolidine). Yield: 85.6%. As a reaction SMILES: [N:1]1(C(OCC2C=CC=CC=2)=O)[C:5](=[O:6])[CH2:4][CH2:3][C@H:2]1[C:7]([NH:9][C@H:10]([C:15]([OH:17])=[O:16])[CH2:11][CH:12]([CH3:14])[CH3:13])=[O:8].[NH:28]1[CH2:32][CH2:31][CH2:30][CH2:29]1.[H][H]>CO.[Pd]>[NH:1]1[C:5](=[O:6])[CH2:4][CH2:3][C@H:2]1[C:7]([NH:9][C@H:10]([C:15]([OH:17])=[O:16])[CH2:11][CH:12]([CH3:14])[CH3:13])=[O:8].[NH:28]1[CH2:32][CH2:31][CH2:30][CH2:29]1 |f:0.1,5.6|. Procedure: 2.0 g (4.66 mmoles) of Z-Glp-Leu-pyrrolidine are dissolved in 40 ml of methanol, 0.4 g of a 10% palladium-on-carbon catalyst are added to the solution, and hydrogen is bubbled through the mixture for one hour. The catalyst is filtered off, the filtrate is evaporated, the oily residue is dissolved in ether, and the solution is allowed to stand at a cool place overnight. The separated crystals are filtered off to obtain 1.25 g (91%) of Glp-Leu-pyrrolidine; m.p.: 103°-104° C., Rf5 =0.65, [α]D25 =-3... Starting materials: ( 9 ), FC(C(=O)O)(F)F.FC(C(=O)O)(F)F.FC(C(=O)O)(F)F.CC1=NC2=CC=CC=C2C(=C1)COC1=CC=C(C(=O)NCC2(C(NC(NC2=O)=O)=O)N2CCNCC2)C=C1 (4-[(2-Methyl-4-quinolinyl)methoxy]-N-{[2,4,6-trioxo-5-(1-piperazinyl)hexahydro-5-pyrimidinyl]methyl}benzamide tris(trifluoroacetate)), C(C1=CC=CC=C1)=O (benzaldehyde). The product is FC(C(=O)O)(F)F.FC(C(=O)O)(F)F.FC(C(=O)O)(F)F.C(C1=CC=CC=C1)N1CCN(CC1)C1(C(NC(NC1=O)=O)=O)CNC(C1=CC=C(C=C1)OCC1=CC(=NC2=CC=CC=C12)C)=O (N-{[5-(4-Benzyl-1-piperazinyl)-2,4,6-trioxohexahydro-5-pyrimidinyl]methyl}-4-[(2-methyl-4-quinolinyl)methoxy]benzamide tris(trifluoroacetate)). Isolated yield 62.0%. RXN SMILES: [F:1][C:2]([F:7])([F:6])[C:3]([OH:5])=[O:4].[F:8][C:9]([F:14])([F:13])[C:10]([OH:12])=[O:11].[F:15][C:16]([F:21])([F:20])[C:17]([OH:19])=[O:18].[CH3:22][C:23]1[CH:32]=[C:31]([CH2:33][O:34][C:35]2[CH:59]=[CH:58][C:38]([C:39]([NH:41][CH2:42][C:43]3([N:52]4[CH2:57][CH2:56][NH:55][CH2:54][CH2:53]4)[C:48](=[O:49])[NH:47][C:46](=[O:50])[NH:45][C:44]3=[O:51])=[O:40])=[CH:37][CH:36]=2)[C:30]2[C:25](=[CH:26][CH:27]=[CH:28][CH:29]=2)[N:24]=1.[CH:60](=O)[C:61]1[CH:66]=[CH:65][CH:64]=[CH:63][CH:62]=1>>[F:1][C:2]([F:7])([F:6])[C:3]([OH:5])=[O:4].[F:8][C:9]([F:14])([F:13])[C:10]([OH:12])=[O:11].[F:15][C:16]([F:21])([F:20])[C:17]([OH:19])=[O:18].[CH2:60]([N:55]1[CH2:54][CH2:53][N:52]([C:43]2([CH2:42][NH:41][C:39](=[O:40])[C:38]3[CH:37]=[CH:36][C:35]([O:34][CH2:33][C:31]4[C:30]5[C:25](=[CH:26][CH:27]=[CH:28][CH:29]=5)[N:24]=[C:23]([CH3:22])[CH:32]=4)=[CH:59][CH:58]=3)[C:44](=[O:51])[NH:45][C:46](=[O:50])[NH:47][C:48]2=[O:49])[CH2:57][CH2:56]1)[C:61]1[CH:66]=[CH:65][CH:64]=[CH:63][CH:62]=1 |f:0.1.2.3,5.6.7.8|. Reported procedure: Following a procedure analogous to that used in reaction (9), the material from example 8 was reacted with benzaldehyde for 2 days to provide the title compound (18 mg, 62%). MS found: (M+H)+=607.5. Reactants: [I-].CSC=1SC[C@H]2[N+]1CC=1C=CC=CC1C2 ((S)-3-Methylthio-1,5,10,10a-tetrahydrothiazolo[3,4-b]isoquinolinium iodide), NC=1C=NC=CC1 (3-aminopyridine). The solvent is N1=CC=CC=C1 (pyridine). Run at time 24 hour. Product: N1=CC(=CC=C1)N=C1SC[C@H]2N1CC=1C=CC=CC1C2 ((S)-3-(pyrid-3-ylimino)-1,5,10,10a-tetrahydrothiazolo[3,4-b]isoquinoline). Isolated yield 79.7%. As a reaction SMILES: [I-].CS[C:4]1[S:5][CH2:6][C@@H:7]2[CH2:16][C:15]3[CH:14]=[CH:13][CH:12]=[CH:11][C:10]=3[CH2:9][N+:8]=12.[NH2:17][C:18]1[CH:19]=[N:20][CH:21]=[CH:22][CH:23]=1>N1C=CC=CC=1>[N:20]1[CH:21]=[CH:22][CH:23]=[C:18]([N:17]=[C:4]2[N:8]3[CH2:9][C:10]4[CH:11]=[CH:12][CH:13]=[CH:14][C:15]=4[CH2:16][C@H:7]3[CH2:6][S:5]2)[CH:19]=1 |f:0.1|. Procedure details: (S)-3-Methylthio-1,5,10,10a-tetrahydrothiazolo[3,4-b]isoquinolinium iodide (36.3 g.) is added, a little at a time, to a solution of 3-aminopyridine (15 g.) in pyridine (1 liter). The suspension gradually passes into solution. After 24 hours at a temperature of about 20° C., the solution is concentrated to dryness under reduced pressure (25 mm. Hg.). The residue is dissolved in a mixture of methylene chloride (250 cc.), 2N sodium hydroxide solution (200 cc.) and water (200 cc.). The organic phase...